From a dataset of the Open Reaction Database (ORD), a public repository of structured organic reaction records. describe an organic reaction: reactants, conditions, products, and yield Starting materials: CC1([C@@H]2CC[C@]3(C2)[C@H](CC[C@@H]3C1=C)CO)C (khusimol), CC(=CCCC1(C2CCC(C2)C1=C)C)CO (santalol), C[C@@H]1CC(=O)C=C2[C@]1(C[C@@H](CC2)C(=C)C)C (Nootkatone), C[C@@H]1CC(=O)C=C2[C@]1(C[C@@H](CC2)C(=C)C)C (nootkatone), C[C@@H]1CC(=O)C=C2[C@]1(C[C@@H](CC2)C(=C)C)C (nootkatone), sesquiterpene ketone, alcohols, sesquiterpene alcohols, C[C@H]1CC[C@@]2([C@@]3([C@H]1C[C@H](C2(C)C)CC3)C)O (patchoulol). Product: C[C@@H]1CC(=O)C=C2[C@]1(C[C@@H](CC2)C(=C)C)C (nootkatone), C[C@@H]1CCC=C2[C@]1(C[C@@H](CC2)C(=C)C)C (valencene). RXN SMILES: CC(CO)=CCCC1(C)C(=C)C2CC1CC2.CC1(C)C(=C)[C@@H]2[C@]3([C@@H](CO)CC2)C[C@H]1CC3.C[C@@H]1[C@@H]2C[C@H]3CC[C@]2(C)[C@](O)(C3(C)C)CC1.[CH3:49][C@H:50]1[C@:56]2([CH3:64])[CH2:57][C@H:58]([C:61]([CH3:63])=[CH2:62])[CH2:59][CH2:60][C:55]2=[CH:54][C:52](=[O:53])[CH2:51]1>>[CH3:49][C@H:50]1[C@:56]2([CH3:64])[CH2:57][C@H:58]([C:61]([CH3:63])=[CH2:62])[CH2:59][CH2:60][C:55]2=[CH:54][C:52](=[O:53])[CH2:51]1.[CH3:49][C@H:50]1[C@:56]2([CH3:64])[CH2:57][C@H:58]([C:61]([CH3:63])=[CH2:62])[CH2:59][CH2:60][C:55]2=[CH:54][CH2:52][CH2:51]1. Procedure: Sesquiterpene alcohols and ketones are an interesting group of compounds for a number of reasons. Sesquiterpene alcohols, for example have been shown to be involved in resistance against micro-organisms: the Solanaceae for example produce sesquiterpene alcohol phytoalexins upon infection with pathogenic fungi and in vitro assays have shown that these sequiterpene alcohols have a strong antifugal activity. Also a number of sesquiterpene alcohols are important in the flavor and fragrance industry,...